This data is from the Open Reaction Database (ORD), a public repository of structured organic reaction records. The task is: describe an organic reaction: reactants, conditions, products, and yield Run in CN(C)C=O (DMF), CCOC(=O)C (EtOAc), O (water). Reaction conditions: temperature 0 celsius, time 5 minute. Product: ClC1=CC=C2C(=N1)C(=NN2)I (5-chloro-3-iodo-1H-pyrazolo[4,3-b]pyridine). Procedure details: To a solution of 5-chloro-1H-pyrazolo[4,3-b]pyridine (100 mg, 0.65 mmol) in DMF (5 mL), was added KOH (91 mg, 1.63 mmol), I2 (247 mg, 0.98 mmol) at 0° C. The reaction mixture was stirred at 0° C. for 5 min and then stirred at room temperature overnight. The reaction mixture was diluted with EtOAc and water. The organic phase was washed by sat. NaHSO3, dried over MgSO4, filtered, concentrated, and purified by silica gel column, eluting by 0-70% EtOAc in hexanes to give the product. LCMS-ESI+: cal... As a reaction SMILES: [Cl:1][C:2]1[N:7]=[C:6]2[CH:8]=[N:9][NH:10][C:5]2=[CH:4][CH:3]=1.[OH-].[K+].[I:13]I>CN(C=O)C.CCOC(C)=O.O>[Cl:1][C:2]1[N:7]=[C:6]2[C:8]([I:13])=[N:9][NH:10][C:5]2=[CH:4][CH:3]=1 |f:1.2|. Starting materials: ClC1=CC=C2C(=N1)C=NN2 (5-chloro-1H-pyrazolo[4,3-b]pyridine), [OH-].[K+] (KOH), II (I2). The reactants are C1(=CC=CC=C1)C=1N=C(OC1C1=CC=CC=C1)[C@@H]1N(CCC1)[C@@H]1CCCC2=C(C=CC=C12)O[Si](C1=CC=CC=C1)(C1=CC=CC=C1)C(C)(C)C ((1R)-1-[(2R)-2-(4,5-diphenyloxazol-2-yl)pyrrolidin-1-yl]-5-tert-butyldiphenylsilyloxy-1,2,3,4-tetrahydronaphthalene), [F-].C(CCC)[N+](CCCC)(CCCC)CCCC (tetrabutylammonium fluoride), C(C)(=O)OCC (ethyl acetate). The solvent is C1CCOC1 (THF). Run at time 2 hour. Yields the product C1(=CC=CC=C1)C=1N=C(OC1C1=CC=CC=C1)[C@@H]1N(CCC1)[C@@H]1CCCC2=C(C=CC=C12)OCC(=O)OCC ((1R)-1-[(2R)-2-(4,5-diphenyloxazol-2-yl)pyrrolidin-1-yl]-5-ethoxycarbonylmethoxy-1,2,3,4-tetrahydronaphthalene). Reaction SMILES: [C:1]1([C:7]2[N:8]=[C:9]([C@H:18]3[CH2:22][CH2:21][CH2:20][N:19]3[C@H:23]3[C:32]4[C:27](=[C:28]([O:33][Si](C(C)(C)C)(C5C=CC=CC=5)C5C=CC=CC=5)[CH:29]=[CH:30][CH:31]=4)[CH2:26][CH2:25][CH2:24]3)[O:10][C:11]=2[C:12]2[CH:17]=[CH:16][CH:15]=[CH:14][CH:13]=2)[CH:6]=[CH:5][CH:4]=[CH:3][CH:2]=1.[F-].C([N+](CCCC)(CCCC)CCCC)CCC.[C:69]([O:72][CH2:73][CH3:74])(=[O:71])[CH3:70]>C1COCC1>[C:1]1([C:7]2[N:8]=[C:9]([C@H:18]3[CH2:22][CH2:21][CH2:20][N:19]3[C@H:23]3[C:32]4[C:27](=[C:28]([O:33][CH2:70][C:69]([O:72][CH2:73][CH3:74])=[O:71])[CH:29]=[CH:30][CH:31]=4)[CH2:26][CH2:25][CH2:24]3)[O:10][C:11]=2[C:12]2[CH:13]=[CH:14][CH:15]=[CH:16][CH:17]=2)[CH:6]=[CH:5][CH:4]=[CH:3][CH:2]=1 |f:1.2|. Procedure: To a solution of (1R)-1-[(2R)-2-(4,5-diphenyloxazol-2-yl)pyrrolidin-1-yl]-5-tert-butyldiphenylsilyloxy-1,2,3,4-tetrahydronaphthalene (1.22 g) in THF (20 ml) was added tetrabutylammonium fluoride (2.7 ml, 1M solution in THF) at 0° C. After being stirred for 2 hours at the room temperature, the mixture was diluted with ethyl acetate and washed with water and brine. The dried solvent was evaporated in vacuo. The obtained oil was dissolved into DMF (10 ml) and then K2CO3 (2.0 g) and ethyl bromoaceta...